From a dataset of the Open Reaction Database (ORD), a public repository of structured organic reaction records. describe an organic reaction: reactants, conditions, products, and yield Reactants: BrCC1=C(C(=O)OC)C=CC=C1[N+](=O)[O-] (2-(bromomethyl)-3-nitrobenzoic acid, methyl ester), NC(=S)N (thiourea). Run in CO (methanol). Product: Br.NC(SCC1=C(C(=O)OC)C=CC=C1[N+](=O)[O-])=N (2-[[(Amino)(imino)methyl]thiomethyl]-3-nitrobenzoic acid, methyl ester, hydrobromide). RXN SMILES: [Br:1][CH2:2][C:3]1[C:12]([N+:13]([O-:15])=[O:14])=[CH:11][CH:10]=[CH:9][C:4]=1[C:5]([O:7][CH3:8])=[O:6].[NH2:16][C:17]([NH2:19])=[S:18]>CO>[BrH:1].[NH2:19][C:17](=[NH:16])[S:18][CH2:2][C:3]1[C:12]([N+:13]([O-:15])=[O:14])=[CH:11][CH:10]=[CH:9][C:4]=1[C:5]([O:7][CH3:8])=[O:6] |f:3.4|. Procedure: A solution of 18.8 g of the product from Example 1 and 5.2 g thiourea in 150 ml methanol was stirred at reflux temperature overnight. Removal of the solvent in vacuo yielded a viscous oil which slowly crystallized. The crude product was washed well with ethyl acetate, filtered and dried. The yield of 2-[[(amino)(imino)methyl]-3-nitrobenzoic acid, methyl ester hydrobromide, m.p. 178°-180°(dec.), was 22.6 g; NMR (CDCl3 /DMSO-d6): δ 4.0 (3H, s, CO2CH3), 4.85 (2H, s, --CH2 --), 7.6-8.35 (3H, m), 9.0... The reactants are ClCCl, CON=C(C(=O)NC1C(=O)N2C(C(=O)OC(c3ccccc3)c3ccccc3)=C(c3cnc(Cc4cccnc4)s3)CSC12)c1csc(NC(c2ccccc2)(c2ccccc2)c2ccccc2)n1, O=C(OO)c1cccc(Cl)c1. Yields the product CON=C(C(=O)NC1C(=O)N2C(C(=O)OC(c3ccccc3)c3ccccc3)=C(c3cnc(Cc4cccnc4)s3)CS(=O)C12)c1csc(NC(c2ccccc2)(c2ccccc2)c2ccccc2)n1. As a reaction SMILES: [CH2:81]([Cl:82])[Cl:83].[CH:12]([c:13]1[cH:14][cH:15][cH:16][cH:17][cH:18]1)([c:19]1[cH:20][cH:21][cH:22][cH:23][cH:24]1)[O:25][C:26](=[O:27])[C:28]1=[C:35]([c:36]2[cH:37][n:38][c:39]([CH2:41][c:42]3[cH:43][n:44][cH:45][cH:46][cH:47]3)[s:40]2)[CH2:34][S:33][CH:32]2[N:29]1[C:30](=[O:80])[CH:31]2[NH:48][C:49]([C:50]([c:51]1[n:52][c:53]([NH:56][C:57]([c:58]2[cH:59][cH:60][cH:61][cH:62][cH:63]2)([c:64]2[cH:65][cH:66][cH:67][cH:68][cH:69]2)[c:70]2[cH:71][cH:72][cH:73][cH:74][cH:75]2)[s:54][cH:55]1)=[N:76][O:77][CH3:78])=[O:79].[Cl:1][c:2]1[cH:3][cH:4][cH:5][c:6]([C:7]([O:8][OH:10])=[O:9])[cH:11]1>>[O:9]=[S:33]1[CH:32]2[N:29]([C:28]([C:26]([O:25][CH:12]([c:13]3[cH:14][cH:15][cH:16][cH:17][cH:18]3)[c:19]3[cH:20][cH:21][cH:22][cH:23][cH:24]3)=[O:27])=[C:35]([c:36]3[cH:37][n:38][c:39]([CH2:41][c:42]4[cH:43][n:44][cH:45][cH:46][cH:47]4)[s:40]3)[CH2:34]1)[C:30](=[O:80])[CH:31]2[NH:48][C:49]([C:50]([c:51]1[n:52][c:53]([NH:56][C:57]([c:58]2[cH:59][cH:60][cH:61][cH:62][cH:63]2)([c:64]2[cH:65][cH:66][cH:67][cH:68][cH:69]2)[c:70]2[cH:71][cH:72][cH:73][cH:74][cH:75]2)[s:54][cH:55]1)=[N:76][O:77][CH3:78])=[O:79]. Starting materials: O=C(O)c1cc2ccc(Cl)c(F)c2[nH]1, c1ccc(Oc2ccccc2)cc1. Yields the product Fc1c(Cl)ccc2cc[nH]c12. Reaction SMILES: [Cl:1][c:2]1[cH:3][cH:4][c:5]2[cH:6][c:7]([C:12]([OH:13])=[O:14])[nH:8][c:9]2[c:10]1[F:11].[O:15]([c:16]1[cH:17][cH:18][cH:19][cH:20][cH:21]1)[c:22]1[cH:23][cH:24][cH:25][cH:26][cH:27]1>>[Cl:1][c:2]1[cH:3][cH:4][c:5]2[cH:6][cH:7][nH:8][c:9]2[c:10]1[F:11]. Starting materials: C(C1=CC=CC=C1)(=O)NN (benzoic acid hydrazide), [N+](=O)([O-])C1=CC2=C(C(=NCC(N2)=S)C2=C(C=CC=C2)Cl)C=C1 (8-nitro-1,3-dihydro-5-(o-chlorophenyl)-2H-1,4-benzodiazepine-2-thione). Reaction conditions: temperature 250 celsius. Procedure details: In the manner given in Example 2, 8-nitro-1,3-dihydro-5-(o-chlorophenyl)-2H-1,4-benzodiazepine-2-thione is heated in ethanol with benzoic acid hydrazide and the resulting product heated to 250° C. to give 9-nitro-1-phenyl-6-(o-chlorophenyl)-4H-s-triazolo[4,3-a][1,4]benzodiazepine. Reaction SMILES: [N+:1]([C:4]1[CH:22]=[CH:21][C:7]2[C:8]([C:14]3[CH:19]=[CH:18][CH:17]=[CH:16][C:15]=3[Cl:20])=[N:9][CH2:10][C:11](=S)[NH:12][C:6]=2[CH:5]=1)([O-:3])=[O:2].[C:23]([NH:31][NH2:32])(=O)[C:24]1[CH:29]=[CH:28][CH:27]=[CH:26][CH:25]=1>C(O)C>[N+:1]([C:4]1[CH:22]=[CH:21][C:7]2[C:8]([C:14]3[CH:19]=[CH:18][CH:17]=[CH:16][C:15]=3[Cl:20])=[N:9][CH2:10][C:11]3[N:12]([C:23]([C:24]4[CH:29]=[CH:28][CH:27]=[CH:26][CH:25]=4)=[N:31][N:32]=3)[C:6]=2[CH:5]=1)([O-:3])=[O:2]. Solvent: C(C)O (ethanol). Product: [N+](=O)([O-])C1=CC2=C(C(=NCC=3N2C(=NN3)C3=CC=CC=C3)C3=C(C=CC=C3)Cl)C=C1 (9-nitro-1-phenyl-6-(o-chlorophenyl)-4H-s-triazolo[4,3-a][1,4]benzodiazepine). Starting materials: COc1c(Br)cccc1-c1ccccc1, [Li]CCCC, O=Cc1cccc(-c2ccccc2)c1OCc1ccccc1, [Cl-], [NH4+], C1CCOC1. The product is COc1c(-c2ccccc2)cccc1C(O)c1cccc(-c2ccccc2)c1OCc1ccccc1. Reaction SMILES: [Br:1][c:2]1[c:3]([O:14][CH3:15])[c:4](-[c:8]2[cH:9][cH:10][cH:11][cH:12][cH:13]2)[cH:5][cH:6][cH:7]1.[CH2:16]([Li:17])[CH2:18][CH2:19][CH3:20].[CH2:21]([c:22]1[cH:23][cH:24][cH:25][cH:26][cH:27]1)[O:28][c:29]1[c:30](-[c:37]2[cH:38][cH:39][cH:40][cH:41][cH:42]2)[cH:31][cH:32][cH:33][c:34]1[CH:35]=[O:36].[Cl-:43].[NH4+:44].[O:45]1[CH2:46][CH2:47][CH2:48][CH2:49]1>>[c:2]1([CH:35]([c:34]2[c:29]([O:28][CH2:21][c:22]3[cH:23][cH:24][cH:25][cH:26][cH:27]3)[c:30](-[c:37]3[cH:38][cH:39][cH:40][cH:41][cH:42]3)[cH:31][cH:32][cH:33]2)[OH:36])[c:3]([O:14][CH3:15])[c:4](-[c:8]2[cH:9][cH:10][cH:11][cH:12][cH:13]2)[cH:5][cH:6][cH:7]1.